From a dataset of the Open Reaction Database (ORD), a public repository of structured organic reaction records. describe an organic reaction: reactants, conditions, products, and yield The reactants are final polymer, [Sn] (tin), lactide, C1C(=O)OCC(=O)O1 (glycolide). Conditions: time 50 minute. Product: C(C(O)C(O)C(=O)O)(=O)O (Tartaric Acid). Reaction SMILES: C1[O:8][C:6](=[O:7])[CH2:5][O:4]C1=O.[Sn]>>[C:6]([OH:8])(=[O:7])[CH:5]([CH:5]([C:6]([OH:8])=[O:7])[OH:4])[OH:4] |^3:8|. Reported procedure: The L(+)-tartaric acid was previously dried over silica gel (Riedel-de Haen, Seelze, Germany) in an Abderhalden drying apparatus for about 10 hours. The reactor (connected to a pump via a liquid nitrogen trap) was then put under vacuum (0.04 mbar) with stirring for about 50 minutes to remove toluene. The reactor, under an atmosphere of oxygen-free nitrogen (BOC gases, Dublin, Ireland, moisture content of 8 VPM), was then immersed in an oil bath (Temperature=˜180° C.) and stirring was increased t... The reactants are N(=O)[O-].[Na+] (sodium nitrite), CS(=O)(=O)OC1=C(C=C(C(=C1)N)F)Cl (2-chloro-4-fluoro-5-aminophenyl methanesulfonate), Cl (hydrochloric acid), Cl (hydrochloric acid), stannous chloride hydrate, [OH-].[Na+] (sodium hydroxide). Run in O (water), O (water), O (water). Reaction conditions: temperature 60 celsius, time 30 minute. Yields the product CS(=O)(=O)OC1=C(C=C(C(=C1)NN)F)Cl (2-chloro-4-fluoro-5-hydrazinophenyl methanesulfonate). Yield: 85.9%. As a reaction SMILES: [CH3:1][S:2]([O:5][C:6]1[CH:11]=[C:10]([NH2:12])[C:9]([F:13])=[CH:8][C:7]=1[Cl:14])(=[O:4])=[O:3].Cl.[N:16]([O-])=O.[Na+].[OH-].[Na+]>O>[CH3:1][S:2]([O:5][C:6]1[CH:11]=[C:10]([NH:12][NH2:16])[C:9]([F:13])=[CH:8][C:7]=1[Cl:14])(=[O:3])=[O:4] |f:2.3,4.5|. Reported procedure: A mixture of 2-chloro-4-fluoro-5-aminophenyl methanesulfonate (24.0 g), 35% hydrochloric acid (63 g) and water (48 ml) was stirred at 60° C. for 30 minutes. Then, a solution of sodium nitrite (9.1 g) in water (55 ml) was added dropwise to the resulting mixture at -20° C. to effect diazotization reaction. The resulting mixture was added under stirring to a preformed and cooled (-20° C.) solution of 35% hydrochloric acid (52 ml) and stannous chloride hydrate (58 g) in water (100 ml) and the stirri...